Dataset: the Open Reaction Database (ORD), a public repository of structured organic reaction records. Task: describe an organic reaction: reactants, conditions, products, and yield The reactants are CN(CCNC(=O)C1=CC=CC2=NC3=CC=C4C(=C3N=C12)C=CC=C4OCCO[Si](C)(C)C(C)(C)C)C (4-[2-(tert-butyl-dimethyl-silanyloxy)-ethoxy]-benzo[a]phenazine-11-carboxylic acid (2-dimethylamino-ethyl)-amide), solution, [F-].C(CCC)[N+](CCCC)(CCCC)CCCC (tetrabutyl ammonium fluoride). Run in O1CCCC1 (tetrahydrofuran), C(C)(=O)OCC (ethyl acetate). Run at time 1.5 hour. Yields the product CN(CCNC(=O)C1=CC=CC2=NC3=CC=C4C(=C3N=C12)C=CC=C4OCCO)C (4-(2-Hydroxy-ethoxy)-benzo[a]phenazine-11-carboxylic acid (2-dimethylamino-ethyl)-amide). The yield is 24.6%. RXN SMILES: [CH3:1][N:2]([CH3:37])[CH2:3][CH2:4][NH:5][C:6]([C:8]1[C:21]2[C:12](=[N:13][C:14]3[C:19]([N:20]=2)=[C:18]2[CH:22]=[CH:23][CH:24]=[C:25]([O:26][CH2:27][CH2:28][O:29][Si](C(C)(C)C)(C)C)[C:17]2=[CH:16][CH:15]=3)[CH:11]=[CH:10][CH:9]=1)=[O:7].[F-].C([N+](CCCC)(CCCC)CCCC)CCC>O1CCCC1.C(OCC)(=O)C>[CH3:1][N:2]([CH3:37])[CH2:3][CH2:4][NH:5][C:6]([C:8]1[C:21]2[C:12](=[N:13][C:14]3[C:19]([N:20]=2)=[C:18]2[CH:22]=[CH:23][CH:24]=[C:25]([O:26][CH2:27][CH2:28][OH:29])[C:17]2=[CH:16][CH:15]=3)[CH:11]=[CH:10][CH:9]=1)=[O:7] |f:1.2|. Reported procedure: To a solution of 4-[2-(tert-butyl-dimethyl-silanyloxy)-ethoxy]-benzo[a]phenazine-11-carboxylic acid (2-dimethylamino-ethyl)-amide (125 mg) in tetrahydrofuran (5 mL) was added a 1.0M solution of tetrabutyl ammonium fluoride (1.2 mL). After stirring for 1.5 hours the reaction mixture was diluted with ethyl acetate, washed with water, dried (MgSO4) and the solvent removed in vacuo to yield crude product which was purified using flash chromatography to yield the title compound as an orange solid (24... The product is C(CC)C=1C=C(C2=C(C(C=C(O2)C(=O)O)=O)C1)CCC (6,8-di-n-propyl-4-oxo-4H-1-benzopyran-2-carboxylic acid). Procedure: A solution of 6.2 parts of 6,8-dially-4-oxo-4H-1-benzopyran-2-carboxylic acid in 100 parts of ethanol was hydrogenated at room temperature for 45 minutes at a pressure of 45 p.s.i. in the presence of 5% palladised charcoal. The solution was filtered and evaporated to afford 6.1 parts of 6,8-di-n-propyl-4-oxo-4H-1-benzopyran-2-carboxylic acid, melting pont 183°-184° C after recrystallization from a mixture of ethyl acetate and petroleum ether (b.p. 60°-80° C). The solvent is C(C)O (ethanol). Reaction SMILES: [CH2:1]([C:4]1[CH:5]=[C:6]([CH2:18][CH:19]=[CH2:20])[C:7]2[O:12][C:11]([C:13]([OH:15])=[O:14])=[CH:10][C:9](=[O:16])[C:8]=2[CH:17]=1)[CH:2]=[CH2:3].C>C(O)C>[CH2:1]([C:4]1[CH:5]=[C:6]([CH2:18][CH2:19][CH3:20])[C:7]2[O:12][C:11]([C:13]([OH:15])=[O:14])=[CH:10][C:9](=[O:16])[C:8]=2[CH:17]=1)[CH2:2][CH3:3]. Starting materials: C(C=C)C=1C=C(C2=C(C(C=C(O2)C(=O)O)=O)C1)CC=C (6,8-dially-4-oxo-4H-1-benzopyran-2-carboxylic acid), 45, C (charcoal). Starting materials: NC1=NC(=C2N=CN(C2=N1)[C@@H]1O[C@@H](OC1)COC(C1=CC=CC=C1)=O)Cl (Benzoic acid 4(R)-(2-amino-6-chloro-purin-9-yl)-[1,3]dioxolan-2(R)-ylmethyl ester), C1(CC1)N (cyclopropylamine). Run in C(C)O (ethanol). Reaction conditions: time 30 minute. Product: NC1=NC(=C2N=CN(C2=N1)[C@@H]1O[C@@H](OC1)COC(C1=CC=CC=C1)=O)NC1CC1 (benzoic acid 4(R)-(2-amino-6-cyclopropylamino-purin-9-yl)-[1,3]dioxolan-2(R)-ylmethyl ester). The yield is 97.6%. Reaction SMILES: [NH2:1][C:2]1[N:10]=[C:9]2[C:5]([N:6]=[CH:7][N:8]2[C@H:11]2[CH2:15][O:14][C@@H:13]([CH2:16][O:17][C:18](=[O:25])[C:19]3[CH:24]=[CH:23][CH:22]=[CH:21][CH:20]=3)[O:12]2)=[C:4](Cl)[N:3]=1.[CH:27]1([NH2:30])[CH2:29][CH2:28]1>C(O)C>[NH2:1][C:2]1[N:10]=[C:9]2[C:5]([N:6]=[CH:7][N:8]2[C@H:11]2[CH2:15][O:14][C@@H:13]([CH2:16][O:17][C:18](=[O:25])[C:19]3[CH:24]=[CH:23][CH:22]=[CH:21][CH:20]=3)[O:12]2)=[C:4]([NH:30][CH:27]2[CH2:29][CH2:28]2)[N:3]=1. Reported procedure: Benzoic acid 4(R)-(2-amino-6-chloro-purin-9-yl)-[1,3]dioxolan-2(R)-ylmethyl ester (1266 g, cis/trans:1.9/1), ethanol (20 L), and cyclopropylamine (643 g) were refluxed for 16 hours. The reaction mixture was cooled and concentrated to a residue. The residue was dissolved in dichloromethane (3.6 L) and agitated with an aqueous solution of sodium bicarbonate for 30 minutes. After settling the organic layer was separated and the aqueous was back-extracted with dichloromethane (2×750 mL). The combine...